This data is from the Open Reaction Database (ORD), a public repository of structured organic reaction records. The task is: describe an organic reaction: reactants, conditions, products, and yield Reactants: NC1=CC=C(C=C1)C1=C(NC2=NC=CC=C21)C(=O)N (3-(4-aminophenyl)-1H-pyrrolo[2,3-b]pyridine-2-carboxamide), COC1=C(C=C(C=C1)OC)N=C=O (2,5-dimethoxyphenyl isocyanate). The product is COC1=C(C=C(C=C1)OC)NC(NC1=CC=C(C=C1)C1=C(NC2=NC=CC=C21)C(=O)N)=O (3-{4-[3-(2,5-dimethoxyphenyl)ureido]phenyl}-1H-pyrrolo[2,3-b]pyridine-2-carboxamide). RXN SMILES: [NH2:1][C:2]1[CH:7]=[CH:6][C:5]([C:8]2[C:16]3[C:11](=[N:12][CH:13]=[CH:14][CH:15]=3)[NH:10][C:9]=2[C:17]([NH2:19])=[O:18])=[CH:4][CH:3]=1.[CH3:20][O:21][C:22]1[CH:27]=[CH:26][C:25]([O:28][CH3:29])=[CH:24][C:23]=1[N:30]=[C:31]=[O:32]>>[CH3:20][O:21][C:22]1[CH:27]=[CH:26][C:25]([O:28][CH3:29])=[CH:24][C:23]=1[NH:30][C:31](=[O:32])[NH:1][C:2]1[CH:3]=[CH:4][C:5]([C:8]2[C:16]3[C:11](=[N:12][CH:13]=[CH:14][CH:15]=3)[NH:10][C:9]=2[C:17]([NH2:19])=[O:18])=[CH:6][CH:7]=1. Reported procedure: 33.1 mg of yellow lyophilizate 3-{4-[3-(2,5-dimethoxyphenyl)ureido]phenyl}-1H-pyrrolo[2,3-b]pyridine-2-carboxamide are prepared as described in Example 7 starting with 3-(4-aminophenyl)-1H-pyrrolo[2,3-b]pyridine-2-carboxamide and 2,5-dimethoxyphenyl isocyanate.